From a dataset of the Open Reaction Database (ORD), a public repository of structured organic reaction records. describe an organic reaction: reactants, conditions, products, and yield Starting materials: Cl.CC(C(=O)O)(CN(C)C)C (2,2-dimethyl-3-dimethylaminopropionic acid hydrochloride). Run in S(=O)(Cl)Cl (thionyl chloride). The product is Cl.CC(C(=O)Cl)(CN(C)C)C (2,2-Dimethyl-3-dimethylaminopropionyl chloride hydrochloride). As a reaction SMILES: [ClH:1].[CH3:2][C:3]([CH3:11])([CH2:7][N:8]([CH3:10])[CH3:9])[C:4](O)=[O:5]>S(Cl)(Cl)=O>[ClH:1].[CH3:2][C:3]([CH3:11])([CH2:7][N:8]([CH3:10])[CH3:9])[C:4]([Cl:1])=[O:5] |f:0.1,3.4|. Procedure: A mixture of 2,2-dimethyl-3-dimethylaminopropionic acid hydrochloride (1.76 g, 0.00969 mole) and thionyl chloride (10 ml) was heated under reflux for 30 minutes.